From a dataset of the Open Reaction Database (ORD), a public repository of structured organic reaction records. describe an organic reaction: reactants, conditions, products, and yield The reactants are [OH-].[K+] (potassium hydroxide), CC1=C(C=C(C=C1)NC(=O)C)C (3,4-dimethylacetanilide), BrC=1C=C(C(=CC1)C)C (4-bromo-o-xylene), C([O-])([O-])=O.[K+].[K+] (potassium carbonate). Reagents/catalysts: O.O.O.O.O.S(=O)(=O)([O-])[O-].[Cu+2] (copper sulfate pentahydrate). Solvent: C(C)O (ethanol). Product: CC1=C(C=C(C=C1)NC2=CC(=C(C=C2)C)C)C (3,3',4,4'-tetramethyldiphenylamine). The yield is 70.6%. As a reaction SMILES: [CH3:1][C:2]1[CH:7]=[CH:6][C:5]([NH:8][C:9]([CH3:11])=O)=[CH:4][C:3]=1[CH3:12].Br[C:14]1[CH:15]=[C:16]([CH3:21])[C:17](C)=[CH:18]C=1.C(=O)([O-])[O-].[K+].[K+].[OH-].[K+]>C(O)C.O.O.O.O.O.S([O-])([O-])(=O)=O.[Cu+2]>[CH3:1][C:2]1[CH:7]=[CH:6][C:5]([NH:8][C:9]2[CH:14]=[CH:15][C:16]([CH3:21])=[C:17]([CH3:18])[CH:11]=2)=[CH:4][C:3]=1[CH3:12] |f:2.3.4,5.6,8.9.10.11.12.13.14|. Procedure details: In a 2-liter three-neck flask were placed 120 g of 3,4-dimethylacetanilide synthesized in Example 1 (1), 253 g of unpurified 4-bromo-o-xylene (purity about 70%, containing about 30% 3-bromo-o-xylene), 122 g of anhydrous potassium carbonate and 2 g of copper sulfate pentahydrate, and after carrying out the reaction for 60 hours at 200° C. under a nitrogen gas stream, the reaction mixture was cooled to room temperature. To the reaction mixture was added a solution obtained by dissolving 120 g of p...